Dataset: the Open Reaction Database (ORD), a public repository of structured organic reaction records. Task: describe an organic reaction: reactants, conditions, products, and yield Yields the product O=C(O)c1coc2c1C(=NO)CCC2. Reactants: CC(=O)[O-], CCO, Cl, NO, [Na+], O=C(O)c1coc2c1C(=O)CCC2, O. RXN SMILES: [CH3:18][C:19](=[O:20])[O-:21].[CH3:23][CH2:24][OH:25].[ClH:14].[NH2:15][OH:16].[Na+:17].[O:1]=[C:2]1[CH2:3][CH2:4][CH2:5][c:6]2[c:7]1[c:8]([C:11](=[O:12])[OH:13])[cH:9][o:10]2.[OH2:22]>>[C:2]1(=[N:15][OH:16])[CH2:3][CH2:4][CH2:5][c:6]2[c:7]1[c:8]([C:11](=[O:12])[OH:13])[cH:9][o:10]2. The reactants are C1(=CC=CC=C1)C(C(=O)C1=CC=NC=C1)=O (1-phenyl-2-pyridin-4-ylethane-1,2-dione), Cl.CNC(=N)N (N-methylguanidine hydrochloride), C(=O)([O-])[O-].[Na+].[Na+] (Na2CO3). The solvent is CCO (EtOH), O (H2O), O (water). Yields the product NC1=NC(C(N1C)=O)(C1=CC=NC=C1)C1=CC=CC=C1 (2-Amino-3-methyl-5-phenyl-5-pyridin-4-yl-3,5-dihydro-4H-imidazol-4-one). The yield is 61.3%. Reaction SMILES: [C:1]1([C:7](=O)[C:8]([C:10]2[CH:15]=[CH:14][N:13]=[CH:12][CH:11]=2)=O)[CH:6]=[CH:5][CH:4]=[CH:3]C=1.Cl.[CH3:18][NH:19][C:20]([NH2:22])=[NH:21].[C:23]([O-:26])([O-])=O.[Na+].[Na+]>CCO.O>[NH2:22][C:20]1[N:19]([CH3:18])[C:23](=[O:26])[C:8]([C:7]2[CH:3]=[CH:4][CH:5]=[CH:6][CH:1]=2)([C:10]2[CH:11]=[CH:12][N:13]=[CH:14][CH:15]=2)[N:21]=1 |f:1.2,3.4.5|. Reported procedure: A suspension of 1-phenyl-2-pyridin-4-ylethane-1,2-dione (0.81 g, 3.8 mmol), N-methylguanidine hydrochloride (1.92 g, 17.5 mmol) and Na2CO3 (3.71 g, 35 mmol) in EtOH (25 mL) and H2O (5 mL) is refluxed for 18 h. The reaction mixture is cooled and poured into water. The precipitate is collected by filtration, washed with water, and air-dried to give the title compound (0.62 g, 62%) as a solid. Mp 154-155° C. MS (+) ES: 267 (M+H)+. Reactants: [Li]CCCC, CN(C)C=O, [Cl-], CC(C)[Si](OCc1cc(Cl)cc(Cl)c1)(C(C)C)C(C)C, Cl, [Na+], C1CCOC1. The product is CC(C)[Si](OCc1cc(Cl)c(C=O)c(Cl)c1)(C(C)C)C(C)C. RXN SMILES: [CH2:21]([Li:22])[CH2:23][CH2:24][CH3:25].[CH3:26][N:27]([CH:28]=[O:29])[CH3:30].[Cl-:32].[Cl:1][c:2]1[cH:3][c:4]([CH2:5][O:6][Si:7]([CH:8]([CH3:9])[CH3:10])([CH:11]([CH3:12])[CH3:13])[CH:14]([CH3:15])[CH3:16])[cH:17][c:18]([Cl:20])[cH:19]1.[ClH:31].[Na+:33].[O:34]1[CH2:35][CH2:36][CH2:37][CH2:38]1>>[Cl:1][c:2]1[cH:3][c:4]([CH2:5][O:6][Si:7]([CH:8]([CH3:9])[CH3:10])([CH:11]([CH3:12])[CH3:13])[CH:14]([CH3:15])[CH3:16])[cH:17][c:18]([Cl:20])[c:19]1[CH:28]=[O:29]. The product is NC(=O)c1ccc2c(c1)C(=O)c1ccccc1CO2. Reaction SMILES: [Cl-:1].[NH3:21].[O:22]1[CH2:23][CH2:24][CH2:25][CH2:26]1.[O:2]=[C:3]1[c:4]2[c:5]([cH:14][cH:15][c:16]([C:18](=[O:19])[OH:20])[cH:17]2)[O:6][CH2:7][c:8]2[c:9]1[cH:10][cH:11][cH:12][cH:13]2>>[O:2]=[C:3]1[c:4]2[c:5]([cH:14][cH:15][c:16]([C:18](=[O:20])[NH2:21])[cH:17]2)[O:6][CH2:7][c:8]2[c:9]1[cH:10][cH:11][cH:12][cH:13]2. Starting materials: [Cl-], N, C1CCOC1, O=C(O)c1ccc2c(c1)C(=O)c1ccccc1CO2.